This data is from the Open Reaction Database (ORD), a public repository of structured organic reaction records. The task is: describe an organic reaction: reactants, conditions, products, and yield Reactants: [N+]1(=C(C(=CC2=CC=CC=C12)C(=O)OC)C(=O)OC)[O-] (dimethyl quinoline-2,3-dicarboxylate 1-oxide), P(Cl)(Cl)Cl (phosphorus trichloride). Solvent: C(Cl)(Cl)Cl (chloroform). The product is N1=C(C(=CC2=CC=CC=C12)C(=O)OC)C(=O)OC (dimethyl quinoline-2,3-dicarboxylate). RXN SMILES: [N+:1]1([O-])[C:10]2[C:5](=[CH:6][CH:7]=[CH:8][CH:9]=2)[CH:4]=[C:3]([C:11]([O:13][CH3:14])=[O:12])[C:2]=1[C:15]([O:17][CH3:18])=[O:16].P(Cl)(Cl)Cl>C(Cl)(Cl)Cl>[N:1]1[C:10]2[C:5](=[CH:6][CH:7]=[CH:8][CH:9]=2)[CH:4]=[C:3]([C:11]([O:13][CH3:14])=[O:12])[C:2]=1[C:15]([O:17][CH3:18])=[O:16]. Procedure: A solution of N-oxide 3 (10 mM) and phosphorus trichloride (30 mM) in anhydrous chloroform (100 ml) was refluxed for 7 h. Solvent was removed under reduced pressure and the residue was partitioned between ethyl acetate and water. The organic layer was dried over sodium sulphate and then evaporated under reduced pressure. The residue was recrystallized from isopropanol to provide the title dimethyl quinoline-2,3-dicarboxylate 7 as an off white (or light yellow) powder. Procedure details: Formaldehyde (4.08 g, 50.2 mmol) and methanol (2.032 mL, 50.2 mmol) were combined, and the mixture was cooled to 0° C. (ice bath). N-(3-(trifluoromethyl)benzyl)-1-(trimethylsilyl)methanamine (10.94 g, 41.9 mmol) was added dropwise via addition funnel over 30 minutes. Potassium carbonate (4.63 g, 33.5 mmol) was added, and the reaction stirred at 0° C. for 2 additional hours. The reaction product was decanted from the potassium carbonate, treated with more potassium carbonate, and decanted again. ... Yields the product COCN(C[Si](C)(C)C)CC1=CC(=CC=C1)C(F)(F)F (1-methoxy-N-(3-(trifluoromethyl)benzyl)-N-((trimethylsilyl)methyl)methanamine). Reaction conditions: temperature 0 celsius. Starting materials: C=O (Formaldehyde), C([O-])([O-])=O.[K+].[K+] (Potassium carbonate), CO (methanol), FC(C=1C=C(CNC[Si](C)(C)C)C=CC1)(F)F (N-(3-(trifluoromethyl)benzyl)-1-(trimethylsilyl)methanamine). As a reaction SMILES: [CH2:1]=O.CO.[F:5][C:6]([F:21])([F:20])[C:7]1[CH:8]=[C:9]([CH:17]=[CH:18][CH:19]=1)[CH2:10][NH:11][CH2:12][Si:13]([CH3:16])([CH3:15])[CH3:14].[C:22](=[O:25])([O-])[O-].[K+].[K+]>>[CH3:1][O:25][CH2:22][N:11]([CH2:10][C:9]1[CH:17]=[CH:18][CH:19]=[C:7]([C:6]([F:20])([F:5])[F:21])[CH:8]=1)[CH2:12][Si:13]([CH3:16])([CH3:15])[CH3:14] |f:3.4.5|. Starting materials: CC1(CC2(C1)CCC2)C(=O)O (2-methylspiro[3.3]heptane-2-carboxylic acid), C[Li] (methyl lithium). The solvent is CCOCC (ether), CCOCC (ether). Conditions: temperature 25 celsius, time 3 hour. The product is CC1(CC2(C1)CCC2)C(C)=O (2-methyl-2-acetylspiro[3.3]heptane). As a reaction SMILES: [CH3:1][C:2]1([C:9]([OH:11])=O)[CH2:5][C:4]2([CH2:8][CH2:7][CH2:6]2)[CH2:3]1.[CH3:12][Li]>CCOCC>[CH3:1][C:2]1([C:9](=[O:11])[CH3:12])[CH2:3][C:4]2([CH2:6][CH2:7][CH2:8]2)[CH2:5]1. Reported procedure: A solution of 5.0 g (33.0 mmol) 2-methylspiro[3.3]heptane-2-carboxylic acid in 33.0 ml of dry ether was stirred under argon at 0° C and 47.6 ml (74.3 mmol) of 1.56 M methyl lithium in ether added dropwise. The reaction mixture was allowed to warm to 25° C and was stirred for 3.0 hr. The reaction mixture was cooled to -20° C and quenched by addition of 10% aqueous HCl. The layers were separated and the aqueous layer extracted with ether. The combined organic layers were washed with saturated aque... RXN SMILES: [CH2:1]([N:3]1[CH2:7][CH2:6][C@@H:5]([CH2:8][C:9]2[CH:14]=[C:13]([F:15])[CH:12]=[CH:11][C:10]=2[S:16]([Cl:19])(=[O:18])=[O:17])[CH2:4]1)[CH3:2].C(N1CC[C@H](CC2C=CC=C(F)C=2)C1)C>>[CH2:1]([N:3]1[CH2:7][CH2:6][C@H:5]([CH2:8][C:9]2[CH:14]=[C:13]([F:15])[CH:12]=[CH:11][C:10]=2[S:16]([Cl:19])(=[O:17])=[O:18])[CH2:4]1)[CH3:2]. Procedure: Prepared by proceeding in a similar manner to Intermediate 96, starting from (S)-1-ethyl-3-(3-fluorobenzyl)pyrrolidine (Intermediate 115). Yields the product C(C)N1C[C@H](CC1)CC1=C(C=CC(=C1)F)S(=O)(=O)Cl (2-((S)-1-Ethylpyrrolidin-3-ylmethyl)-4-fluorobenzenesulfonyl chloride). The reactants are C(C)N1C[C@@H](CC1)CC1=C(C=CC(=C1)F)S(=O)(=O)Cl (2-((R)-1-ethylpyrrolidin-3-ylmethyl)-4-fluorobenzenesulfonyl chloride), C(C)N1C[C@H](CC1)CC1=CC(=CC=C1)F ((S)-1-ethyl-3-(3-fluorobenzyl)pyrrolidine), C(C)N1C[C@H](CC1)CC1=CC(=CC=C1)F ((S)-1-ethyl-3-(3-fluorobenzyl)pyrrolidine). The solvent is CO (methanol). Reaction SMILES: [S:1]1[CH:5]=[CH:4][CH:3]=[C:2]1[C:6](=[NH:31])[NH:7][C:8]1[CH:30]=[CH:29][C:11]2[N:12]([CH:17]3[CH2:21][CH2:20][N:19](C(OC(C)(C)C)=O)[CH2:18]3)[CH2:13][CH2:14][CH2:15][CH2:16][C:10]=2[CH:9]=1.Cl>CO>[NH:19]1[CH2:20][CH2:21][CH:17]([N:12]2[CH2:13][CH2:14][CH2:15][CH2:16][C:10]3[CH:9]=[C:8]([NH:7][C:6]([C:2]4[S:1][CH:5]=[CH:4][CH:3]=4)=[NH:31])[CH:30]=[CH:29][C:11]2=3)[CH2:18]1. Isolated yield 113.3%. Procedure: A solution of compound 4 (0.8 g, 1.815 mmol) in methanol (10 mL) was treated with 1 N HCl (10 mL) and the resulting mixture was refluxed for 30 minutes. The reaction was brought to room temperature and solvent was evaporated. The crude product was dissolved into water (10 mL), filtered and washed. Water was evaporated to obtain compound 48 (0.7 g, 93%) as a solid. 1H NMR (DMSO-d6) δ 11.44 (s, 1H), 9.78-9.65 (m, 3H), 8.78 (s, 1H), 8.17-8.15 (m, 2H), 7.37 (t, 1H, J=4.2 Hz), 7.20-7.08 (m, 3H), 3.50... The reactants are S1C(=CC=C1)C(NC1=CC2=C(N(CCCC2)C2CN(CC2)C(=O)OC(C)(C)C)C=C1)=N (tert-Butyl 3-(7-(thiophene-2-carboximidamido)-2,3,4,5-tetrahydro-1H-benzo[b]azepin-1-yl)pyrrolidine-1-carboxylate), Cl (HCl). Yields the product N1CC(CC1)N1C2=C(CCCC1)C=C(C=C2)NC(=N)C=2SC=CC2 (N-(1-(Pyrrolidin-3-yl)-2,3,4,5-tetrahydro-1H-benzo[b]azepin-7-yl)thiophene-2-carboximidamide). Starting materials: CCOC(=O)CC1OB(O)c2cc(Oc3nnc(Br)s3)cc(C)c21, CCO. The product is CCOC(=O)CC1OB(O)c2cc(Oc3nncs3)cc(C)c21. Reaction SMILES: [CH2:1]([CH3:2])[O:3][C:4]([CH2:5][CH:6]1[c:7]2[c:8]([cH:12][c:13]([O:17][c:18]3[s:19][c:20]([Br:23])[n:21][n:22]3)[cH:14][c:15]2[CH3:16])[B:9]([OH:11])[O:10]1)=[O:24].[CH3:25][CH2:26][OH:27]>>[CH2:1]([CH3:2])[O:3][C:4]([CH2:5][CH:6]1[c:7]2[c:8]([cH:12][c:13]([O:17][c:18]3[s:19][cH:20][n:21][n:22]3)[cH:14][c:15]2[CH3:16])[B:9]([OH:11])[O:10]1)=[O:24]. Starting materials: [Li]CCCC, CCC(=O)CC, C#CCCN(C)Cc1cccc2ccccc12, CCCCCC, C1CCOC1. Yields the product CCC(O)(C#CCCN(C)Cc1cccc2ccccc12)CC. Reaction SMILES: [CH2:23]([Li:24])[CH2:25][CH2:26][CH3:27].[CH2:28]([CH3:29])[C:30](=[O:31])[CH2:32][CH3:33].[CH3:1][N:2]([CH2:3][CH2:4][C:5]#[CH:6])[CH2:7][c:8]1[cH:9][cH:10][cH:11][c:12]2[cH:13][cH:14][cH:15][cH:16][c:17]12.[CH3:34][CH2:35][CH2:36][CH2:37][CH2:38][CH3:39].[O:18]1[CH2:19][CH2:20][CH2:21][CH2:22]1>>[CH3:1][N:2]([CH2:3][CH2:4][C:5]#[C:6][C:30]([CH2:28][CH3:29])([OH:31])[CH2:32][CH3:33])[CH2:7][c:8]1[cH:9][cH:10][cH:11][c:12]2[cH:13][cH:14][cH:15][cH:16][c:17]12. Run at temperature 60 celsius, time 24 hour. RXN SMILES: C[Al](C)C.[CH3:5][O:6][C:7]1[CH:8]=[C:9]([CH2:15][CH2:16][C:17]2[CH:18]=[C:19]([NH2:22])[NH:20][N:21]=2)[CH:10]=[C:11]([O:13][CH3:14])[CH:12]=1.[CH2:23]([N:25]1[CH2:30][CH2:29][N:28]([C:31]2[CH:40]=[CH:39][C:34]([C:35](OC)=[O:36])=[CH:33][CH:32]=2)[CH2:27][CH2:26]1)[CH3:24].Cl>C1(C)C=CC=CC=1.CO>[CH3:14][O:13][C:11]1[CH:10]=[C:9]([CH2:15][CH2:16][C:17]2[CH:18]=[C:19]([NH:22][C:35](=[O:36])[C:34]3[CH:33]=[CH:32][C:31]([N:28]4[CH2:27][CH2:26][N:25]([CH2:23][CH3:24])[CH2:30][CH2:29]4)=[CH:40][CH:39]=3)[NH:20][N:21]=2)[CH:8]=[C:7]([O:6][CH3:5])[CH:12]=1. The product is COC=1C=C(C=C(C1)OC)CCC=1C=C(NN1)NC(C1=CC=C(C=C1)N1CCN(CC1)CC)=O (N-[5-[2-(3,5-dimethoxyphenyl)ethyl]-2H-pyrazol-3-yl]-4-(4-ethylpiperazin-1-yl)benzamide). Starting materials: C[Al](C)C (Trimethylaluminium), COC=1C=C(C=C(C1)OC)CCC=1C=C(NN1)N (5-[2-(3,5-dimethoxyphenyl)ethyl]-2H-pyrazol-3-amine), C(C)N1CCN(CC1)C1=CC=C(C(=O)OC)C=C1 (methyl 4-(4-ethylpiperazin-1-yl)benzoate), Cl (HCl), aqueous solution. Isolated yield 51.3%. Run in C1(=CC=CC=C1)C (toluene), CO (methanol). Reported procedure: Trimethylaluminium (2M in toluene, 1.51 mL, 3.02 mmol) was added dropwise to 5-[2-(3,5-dimethoxyphenyl)ethyl]-2H-pyrazol-3-amine (299 mg, 1.21 mmol) and methyl 4-(4-ethylpiperazin-1-yl)benzoate (300 mg, 1.21 mmol) in toluene (6.0 mL) at 25° C. The resulting suspension was stirred at 60° C. for 24 h under nitrogen. The reaction mixture was added to methanol (100 mL) and was treated with HCl (2N aqueous solution, until the pH was 7 or lower). The crude product was purified by ion exchange chromato... Starting materials: C[Mg]Cl (methyl magnesium chloride), solution, ClC(=O)OCC1=CC=CC=C1 (benzyl chloroformate), COC1=CC=NC2=CC(=C(C=C12)OC)OC (4,6,7-Trimethoxyquinoline), Cl (HCl). Solvent: O1CCCC1 (tetrahydrofuran), O1CCCC1 (tetrahydrofuran). Run at temperature -78 celsius, time 1 hour. Yields the product C(C1=CC=CC=C1)OC(=O)N1C(CC(C2=CC(=C(C=C12)OC)OC)=O)C (6,7-Dimethoxy-2-methyl-4-oxo-3,4-dihydro-2H-quinoline-1-carboxylic Acid Benzyl Ester). Isolated yield 57.0%. RXN SMILES: C[O:2][C:3]1[C:12]2[C:7](=[CH:8][C:9]([O:15][CH3:16])=[C:10]([O:13][CH3:14])[CH:11]=2)[N:6]=[CH:5][CH:4]=1.[CH3:17][Mg]Cl.Cl[C:21]([O:23][CH2:24][C:25]1[CH:30]=[CH:29][CH:28]=[CH:27][CH:26]=1)=[O:22].Cl>O1CCCC1>[CH2:24]([O:23][C:21]([N:6]1[C:7]2[C:12](=[CH:11][C:10]([O:13][CH3:14])=[C:9]([O:15][CH3:16])[CH:8]=2)[C:3](=[O:2])[CH2:4][CH:5]1[CH3:17])=[O:22])[C:25]1[CH:30]=[CH:29][CH:28]=[CH:27][CH:26]=1. Procedure: 4,6,7-Trimethoxyquinoline (1.0 g, 4.6 mmol) was dissolved in anhydrous tetrahydrofuran (15 mL). The mixture was cooled to −78° C., and methyl magnesium chloride (2.3 mL of a 3.0M solution in tetrahydrofuran, 6.9 mmol) was added. The mixture was stirred at −78° C. for 1 h, then benzyl chloroformate (1.0 mL, 6.9 mmol) was added. The reaction was warmed to room temperature over 30 min, then 8 mL of a 1N aqueous HCl solution was added. After 30 minutes, the tetrahydrofuran was removed in vacuo, and ...